Dataset: the Open Reaction Database (ORD), a public repository of structured organic reaction records. Task: describe an organic reaction: reactants, conditions, products, and yield Starting materials: BrB(Br)Br, CCOc1ccc2c(C#N)c(-c3ccc(NC(=O)C4CC4)cc3)n(CC)c2c1, ClCCl, [Na+], O=C([O-])O. The product is CCn1c(-c2ccc(NC(=O)C3CC3)cc2)c(C#N)c2ccc(O)cc21. As a reaction SMILES: [B:29]([Br:30])([Br:31])[Br:32].[C:1](#[N:2])[c:3]1[c:4](-[c:17]2[cH:18][cH:19][c:20]([NH:23][C:24](=[O:25])[CH:26]3[CH2:27][CH2:28]3)[cH:21][cH:22]2)[n:5]([CH2:15][CH3:16])[c:6]2[cH:7][c:8]([O:12][CH2:13][CH3:14])[cH:9][cH:10][c:11]12.[Cl:38][CH2:39][Cl:40].[Na+:37].[O-:33][C:34]([OH:35])=[O:36]>>[C:1](#[N:2])[c:3]1[c:4](-[c:17]2[cH:18][cH:19][c:20]([NH:23][C:24](=[O:25])[CH:26]3[CH2:27][CH2:28]3)[cH:21][cH:22]2)[n:5]([CH2:15][CH3:16])[c:6]2[cH:7][c:8]([OH:12])[cH:9][cH:10][c:11]12. Starting materials: C(CC)(=O)Cl (Propanoyl chloride), N1(CCNCC1)C1=CC=C(C=C1)C1(CC1)C(=O)N1C[C@]2(CC1)OC(C1=C2C=CC=C1)=O ((1R)-1′-{[1-(4-piperazin-1-ylphenyl)cyclopropyl]carbonyl}-3H-spiro[2-benzofuran-1,3′-pyrrolidin]-3-one), C(C)(C)N(C(C)C)CC (N,N-diisopropylethylamine), C(Cl)Cl (methylene chloride). Run at time 1 hour. The product is C(C(C)C)(=O)N1CCN(CC1)C1=CC=C(C=C1)C1(CC1)C(=O)N1C[C@]2(CC1)OC(C1=C2C=CC=C1)=O ((1R)-1′-({1-[4-(4-Isobutyrylpiperazin-1-yl)phenyl]cyclopropyl}carbonyl)-3H-spiro[2-benzofuran-1,3′-pyrrolidin]-3-one). As a reaction SMILES: [C:1](Cl)(=[O:4])[CH2:2][CH3:3].[N:6]1([C:12]2[CH:17]=[CH:16][C:15]([C:18]3([C:21]([N:23]4[CH2:27][CH2:26][C@@:25]5([C:31]6[CH:32]=[CH:33][CH:34]=[CH:35][C:30]=6[C:29](=[O:36])[O:28]5)[CH2:24]4)=[O:22])[CH2:20][CH2:19]3)=[CH:14][CH:13]=2)[CH2:11][CH2:10][NH:9][CH2:8][CH2:7]1.[CH:37](N(CC)C(C)C)(C)C.C(Cl)Cl>>[C:1]([N:9]1[CH2:10][CH2:11][N:6]([C:12]2[CH:13]=[CH:14][C:15]([C:18]3([C:21]([N:23]4[CH2:27][CH2:26][C@@:25]5([C:31]6[CH:32]=[CH:33][CH:34]=[CH:35][C:30]=6[C:29](=[O:36])[O:28]5)[CH2:24]4)=[O:22])[CH2:20][CH2:19]3)=[CH:16][CH:17]=2)[CH2:7][CH2:8]1)(=[O:4])[CH:2]([CH3:37])[CH3:3]. Reported procedure: Propanoyl chloride (5.0 μL, 0.000057 mol) was added to a solution of (1R)-1′-{[1-(4-piperazin-1-ylphenyl)cyclopropyl]carbonyl}-3H-spiro[2-benzofuran-1,3′-pyrrolidin]-3-one (20.0 mg, 0.0000478 mol) and N,N-diisopropylethylamine (27 μL, 0.00016 mol) in methylene chloride (1.0 mL, 0.016 mol) and the mixture was stirred for 1 h. The solvent was removed and the crude product was purified by prep-HPLC. LC-MS: 488.2 (M+H)+